From a dataset of the Open Reaction Database (ORD), a public repository of structured organic reaction records. describe an organic reaction: reactants, conditions, products, and yield Reactants: N=1C=CN2C1CNCC2 (5,6,7,8-tetrahydroimidazo[1,2-a]pyrazine), C(O)([O-])=O.[Na+] (sodium hydrogen carbonate), ClC=1C=C(CNC2=NC(=NC(=C2C(=O)OC)Cl)N2CCC(CC2)O)C=CC1OC (4-(3-chloro-4-methoxybenzylamino)-5-methoxycarbonyl-6-chloro-2-(4-hydroxypiperidin-1-yl)pyrimidine), ( 3 ). Run in CN(C(C)=O)C (N,N-dimethylacetamide), C(C)N(CC)CC (triethylamine), C(CC(O)(C(=O)O)CC(=O)O)(=O)O (citric acid), CN(C(C)=O)C (N,N-dimethylacetamide). Conditions: temperature 85 celsius, time 5 hour. Yields the product ClC=1C=C(CNC2=NC(=NC(=C2C(=O)OC)N2CC=3N(CC2)C=CN3)N3CCC(CC3)O)C=CC1OC (4-(3-chloro-4-methoxybenzylamino)-5-methoxycarbonyl-6-(5,6,7,8-tetrahydroimidazo[1,2-a]pyrazin-7-yl)-2-(4-hydroxypiperidin-1-yl)pyrimidine). As a reaction SMILES: [Cl:1][C:2]1[CH:3]=[C:4]([CH:25]=[CH:26][C:27]=1[O:28][CH3:29])[CH2:5][NH:6][C:7]1[C:12]([C:13]([O:15][CH3:16])=[O:14])=[C:11](Cl)[N:10]=[C:9]([N:18]2[CH2:23][CH2:22][CH:21]([OH:24])[CH2:20][CH2:19]2)[N:8]=1.[N:30]1[CH:31]=[CH:32][N:33]2[CH2:38][CH2:37][NH:36][CH2:35][C:34]=12.C(=O)([O-])O.[Na+]>CN(C)C(=O)C.C(N(CC)CC)C.C(O)(=O)CC(CC(O)=O)(C(O)=O)O>[Cl:1][C:2]1[CH:3]=[C:4]([CH:25]=[CH:26][C:27]=1[O:28][CH3:29])[CH2:5][NH:6][C:7]1[C:12]([C:13]([O:15][CH3:16])=[O:14])=[C:11]([N:36]2[CH2:37][CH2:38][N:33]3[CH:32]=[CH:31][N:30]=[C:34]3[CH2:35]2)[N:10]=[C:9]([N:18]2[CH2:23][CH2:22][CH:21]([OH:24])[CH2:20][CH2:19]2)[N:8]=1 |f:2.3|. Procedure: To a solution of 4-(3-chloro-4-methoxybenzylamino)-5-methoxycarbonyl-6-chloro-2-(4-hydroxypiperidin-1-yl)pyrimidine (prepared in the above (3)) 56 mg in N,N-dimethylacetamide 0.5 ml are added a solution of 5,6,7,8-tetrahydroimidazo[1,2-a]pyrazine 31 mg in N,N-dimethylacetamide 0.5 ml and triethylamine 27 μl at room temperature, and the mixture is stirred at 80-90° C. for 5 hours. The reaction mixture is diluted with an aqueous citric acid solution, made basic with an aqueous sodium hydrogen carb... Product: BrC1=C(O[C@@H](C(=O)O)CCN2C(C3=CC=CC=C3C2=O)=O)C(=CC(=C1)C1=C(C=CC=2SC3=C(C21)C=CC=C3)Br)Br ((R)-2-[2,6-Dibromo-4-(2-bromo-dibenzothiophen-1-yl)-phenoxy]-4-(1,3-dioxo-1,3-dihydro-isoindol-2-yl)-butyric acid). Conditions: time 2 day. The solvent is N1=CC=CC=C1 (pyridine). RXN SMILES: C[O:2][C:3](=[O:41])[C@H:4]([O:18][C:19]1[C:24]([Br:25])=[CH:23][C:22]([C:26]2[C:34]3[C:33]4[CH:35]=[CH:36][CH:37]=[CH:38][C:32]=4[S:31][C:30]=3[CH:29]=[CH:28][C:27]=2[Br:39])=[CH:21][C:20]=1[Br:40])[CH2:5][CH2:6][N:7]1[C:15](=[O:16])[C:14]2[C:9](=[CH:10][CH:11]=[CH:12][CH:13]=2)[C:8]1=[O:17].[I-].[Li+]>N1C=CC=CC=1>[Br:25][C:24]1[CH:23]=[C:22]([C:26]2[C:34]3[C:33]4[CH:35]=[CH:36][CH:37]=[CH:38][C:32]=4[S:31][C:30]=3[CH:29]=[CH:28][C:27]=2[Br:39])[CH:21]=[C:20]([Br:40])[C:19]=1[O:18][C@H:4]([CH2:5][CH2:6][N:7]1[C:8](=[O:17])[C:9]2[C:14](=[CH:13][CH:12]=[CH:11][CH:10]=2)[C:15]1=[O:16])[C:3]([OH:41])=[O:2] |f:1.2|. The yield is 63.0%. The reactants are COC([C@@H](CCN1C(C2=CC=CC=C2C1=O)=O)OC1=C(C=C(C=C1Br)C1=C(C=CC=2SC3=C(C21)C=CC=C3)Br)Br)=O ((R)-2-[2,6-dibromo-4-(2-bromo-dibenzothiophen-1-yl)-phenoxy]-4-(1,3-dioxo-1,3-dihydro-isoindol-2-yl)-butyric acid methyl ester), [I-].[Li+] (lithium iodide). Reported procedure: A solution of (R)-2-[2,6-dibromo-4-(2-bromo-dibenzothiophen-1-yl)-phenoxy]-4-(1,3-dioxo-1,3-dihydro-isoindol-2-yl)-butyric acid methyl ester (0.514 g, 0.68 mmol) and lithium iodide (0.915 g, 6.8 mmol) in pyridine (20 mL) was stirred at 110° C. After 2 days, the mixture was quenched with 10% aqueous HCl and further diluted with water (150 mL). Aqueous mixture was extracted with dichloromethane (150 mL). The dichloromethane extract was washed with water, dried with brine. Silica gel was added. Sol...